This data is from the Open Reaction Database (ORD), a public repository of structured organic reaction records. The task is: describe an organic reaction: reactants, conditions, products, and yield Run in C1(=CC=CC=C1)C (toluene). Reported procedure: A mixture of 2,4-dichloro-7-(4-fluorophenyl)-6,7-dihydro-5H-cyclopenta[d]pyrimidine (0.1 g, 0.353 mmol), tributylethenylstannane (0.118 g, 0.371 mmol), tetrakis(triphenylphosphine)palladium (0.0081 g, 0.0070 mmol) in toluene (20 mL) was refluxed at 110° C. for 2 h under nitrogen. The solvent was removed under reduced pressure (high vacuum) and the residue was dissolved in 4 mL of THF/MeOH (3:1). 2-(2-Aminoethoxy)-4-nitrobenzonitrile (0.088 g, 0.424 mmol) was added and the mixture was refluxed at... RXN SMILES: [Cl:1][C:2]1[N:3]=[C:4](Cl)[C:5]2[CH2:10][CH2:9][CH:8]([C:11]3[CH:16]=[CH:15][C:14]([F:17])=[CH:13][CH:12]=3)[C:6]=2[N:7]=1.[CH2:19]([Sn](CCCC)(CCCC)C=C)[CH2:20]CC.[NH2:34][CH2:35][CH2:36][O:37][C:38]1[CH:45]=[C:44]([N+:46]([O-:48])=[O:47])[CH:43]=[CH:42][C:39]=1[C:40]#[N:41]>C1(C)C=CC=CC=1.C1C=CC([P]([Pd]([P](C2C=CC=CC=2)(C2C=CC=CC=2)C2C=CC=CC=2)([P](C2C=CC=CC=2)(C2C=CC=CC=2)C2C=CC=CC=2)[P](C2C=CC=CC=2)(C2C=CC=CC=2)C2C=CC=CC=2)(C2C=CC=CC=2)C2C=CC=CC=2)=CC=1>[Cl:1][C:2]1[N:3]=[C:4]([CH2:19][CH2:20][NH:34][CH2:35][CH2:36][O:37][C:38]2[CH:45]=[C:44]([N+:46]([O-:48])=[O:47])[CH:43]=[CH:42][C:39]=2[C:40]#[N:41])[C:5]2[CH2:10][CH2:9][CH:8]([C:11]3[CH:16]=[CH:15][C:14]([F:17])=[CH:13][CH:12]=3)[C:6]=2[N:7]=1 |^1:59,61,80,99|. Conditions: temperature 110 celsius. The product is ClC=1N=C(C2=C(N1)C(CC2)C2=CC=C(C=C2)F)CCNCCOC2=C(C#N)C=CC(=C2)[N+](=O)[O-] (2-(2-((2-(2-chloro-7-(4-fluorophenyl)-6,7-dihydro-5H-cyclopenta[d]pyrimidin-4-yl)ethyl)amino)ethoxy)-4-nitrobenzonitrile). Yield: 20.6%. Starting materials: ClC=1N=C(C2=C(N1)C(CC2)C2=CC=C(C=C2)F)Cl (2,4-dichloro-7-(4-fluorophenyl)-6,7-dihydro-5H-cyclopenta[d]pyrimidine), C(CCC)[Sn](C=C)(CCCC)CCCC (tributylethenylstannane), NCCOC1=C(C#N)C=CC(=C1)[N+](=O)[O-] (2-(2-Aminoethoxy)-4-nitrobenzonitrile). Reagents/catalysts: C=1C=CC(=CC1)[P](C=2C=CC=CC2)(C=3C=CC=CC3)[Pd]([P](C=4C=CC=CC4)(C=5C=CC=CC5)C=6C=CC=CC6)([P](C=7C=CC=CC7)(C=8C=CC=CC8)C=9C=CC=CC9)[P](C=1C=CC=CC1)(C=1C=CC=CC1)C=1C=CC=CC1 (tetrakis(triphenylphosphine)palladium). The reactants are COc1cccc(OC)c1-c1cc(C(=O)NC2(C(=O)O)C3CC4CC(C3)CC2C4)nn1-c1ccc(C(=O)N(C)CCCN(C)C)cc1C(C)C, CCO, ClCCl, O=P(O)(O)O. Yields the product COc1cccc(OC)c1-c1cc(C(=O)NC2(C(=O)O)C3CC4CC(C3)CC2C4)nn1-c1ccc(C(=O)N(C)CCCN(C)C)cc1C(C)C, O=P(O)(O)O. Reaction SMILES: [CH3:1][O:2][c:3]1[c:4](-[c:11]2[cH:12][c:13]([C:35](=[O:36])[NH:37][C:38]3([C:48](=[O:49])[OH:50])[CH:39]4[CH2:40][CH:41]5[CH2:42][CH:43]([CH2:44][CH:45]3[CH2:46]5)[CH2:47]4)[n:14][n:15]2-[c:16]2[c:17]([CH:32]([CH3:33])[CH3:34])[cH:18][c:19]([C:22]([N:23]([CH2:24][CH2:25][CH2:26][N:27]([CH3:28])[CH3:29])[CH3:30])=[O:31])[cH:20][cH:21]2)[c:5]([O:9][CH3:10])[cH:6][cH:7][cH:8]1.[CH3:59][CH2:60][OH:61].[Cl:56][CH2:57][Cl:58].[P:51]([OH:52])([OH:53])([OH:54])=[O:55]>>[CH3:1][O:2][c:3]1[c:4](-[c:11]2[cH:12][c:13]([C:35](=[O:36])[NH:37][C:38]3([C:48](=[O:49])[OH:50])[CH:39]4[CH2:40][CH:41]5[CH2:42][CH:43]([CH2:44][CH:45]3[CH2:46]5)[CH2:47]4)[n:14][n:15]2-[c:16]2[c:17]([CH:32]([CH3:33])[CH3:34])[cH:18][c:19]([C:22]([N:23]([CH2:24][CH2:25][CH2:26][N:27]([CH3:28])[CH3:29])[CH3:30])=[O:31])[cH:20][cH:21]2)[c:5]([O:9][CH3:10])[cH:6][cH:7][cH:8]1.[P:51](=[O:52])([OH:53])([OH:54])[OH:55]. Reactants: CC(C)O, CCCCc1nc2c(C(F)(F)F)cccc2c(O)c1C(=O)OCC. The product is CCCCc1nc2c(C(F)(F)F)cccc2c(O)c1C(=O)O. Reaction SMILES: [CH:25]([OH:26])([CH3:27])[CH3:28].[OH:1][c:2]1[c:3]([C:20](=[O:21])[O:22][CH2:23][CH3:24])[c:4]([CH2:16][CH2:17][CH2:18][CH3:19])[n:5][c:6]2[c:7]([C:12]([F:13])([F:14])[F:15])[cH:8][cH:9][cH:10][c:11]12>>[OH:1][c:2]1[c:3]([C:20](=[O:21])[OH:22])[c:4]([CH2:16][CH2:17][CH2:18][CH3:19])[n:5][c:6]2[c:7]([C:12]([F:13])([F:14])[F:15])[cH:8][cH:9][cH:10][c:11]12. The reactants are COc1ccc(N=C=O)cc1, C1CC(OCCN2CCOCC2)CN1, c1ccccc1. Yields the product COc1ccc(NC(=O)N2CCC(OCCN3CCOCC3)C2)cc1. RXN SMILES: [CH3:1][O:2][c:3]1[cH:4][cH:5][c:6]([N:9]=[C:10]=[O:11])[cH:7][cH:8]1.[O:12]1[CH2:13][CH2:14][N:15]([CH2:18][CH2:19][O:20][CH:21]2[CH2:22][NH:23][CH2:24][CH2:25]2)[CH2:16][CH2:17]1.[cH:26]1[cH:27][cH:28][cH:29][cH:30][cH:31]1>>[CH3:1][O:2][c:3]1[cH:4][cH:5][c:6]([NH:9][C:10](=[O:11])[N:23]2[CH2:22][CH:21]([O:20][CH2:19][CH2:18][N:15]3[CH2:14][CH2:13][O:12][CH2:17][CH2:16]3)[CH2:25][CH2:24]2)[cH:7][cH:8]1. Starting materials: ClC=1C2=C(N=CN1)C=CN2CC=2C=C(C(=O)OC)C=CC2 (methyl 3-[(4-chloro-5H-pyrrolo[3,2-d]pyrimidin-5-yl)methyl]benzoate), ClC=1C=C(N)C=CC1OCC1=CC(=CC=C1)F (3-chloro-4-[(3-fluorobenzyl)oxy]aniline). Solvent: C(O)([O-])=O.[Na+] (sodium hydrogen carbonate), CN1C(CCC1)=O (1-methyl-2-pyrrolidone). Conditions: temperature 120 celsius, time 1.5 hour. The product is ClC=1C=C(C=CC1OCC1=CC(=CC=C1)F)NC=1C2=C(N=CN1)C=CN2CC=2C=C(C(=O)OC)C=CC2 (methyl 3-{[4-({3-chloro-4-[(3-fluorobenzyl)oxy]phenyl}amino)-5H-pyrrolo[3,2-d]pyrimidin-5-yl]methyl}benzoate). Isolated yield 89.6%. As a reaction SMILES: Cl[C:2]1[C:3]2[N:10]([CH2:11][C:12]3[CH:13]=[C:14]([CH:19]=[CH:20][CH:21]=3)[C:15]([O:17][CH3:18])=[O:16])[CH:9]=[CH:8][C:4]=2[N:5]=[CH:6][N:7]=1.[Cl:22][C:23]1[CH:24]=[C:25]([CH:27]=[CH:28][C:29]=1[O:30][CH2:31][C:32]1[CH:37]=[CH:36][CH:35]=[C:34]([F:38])[CH:33]=1)[NH2:26]>CN1CCCC1=O.C(=O)([O-])O.[Na+]>[Cl:22][C:23]1[CH:24]=[C:25]([NH:26][C:2]2[C:3]3[N:10]([CH2:11][C:12]4[CH:13]=[C:14]([CH:19]=[CH:20][CH:21]=4)[C:15]([O:17][CH3:18])=[O:16])[CH:9]=[CH:8][C:4]=3[N:5]=[CH:6][N:7]=2)[CH:27]=[CH:28][C:29]=1[O:30][CH2:31][C:32]1[CH:37]=[CH:36][CH:35]=[C:34]([F:38])[CH:33]=1 |f:3.4|. Procedure: To a solution of methyl 3-[(4-chloro-5H-pyrrolo[3,2-d]pyrimidin-5-yl)methyl]benzoate (670 mg) in 1-methyl-2-pyrrolidone (3.0 mL) was added 3-chloro-4-[(3-fluorobenzyl)oxy]aniline (549 mg), and the reaction mixture was stirred at 120° C. for 1.5 hrs. The reaction mixture was allowed to cool to room temperature, diluted with 5% aqueous sodium hydrogen carbonate solution (50 mL), and extracted with ethyl acetate (50 mL×3). The organic layer washed with saturated brine and dried over anhydrous magne...